This data is from the Open Reaction Database (ORD), a public repository of structured organic reaction records. The task is: describe an organic reaction: reactants, conditions, products, and yield Reactants: FC(S(=O)(=O)O[Si](C)(C)C)(F)F (Trimethylsilyl trifluoromethanesulfonate), COC(=O)[C@H]1NN(CCC1)C([C@H](C)NC([C@H](C(C)C)NC(=O)OC(C)(C)C)=O)=O ((S)-1-[(S)-2-((S)-2-tert-butoxycarbonylamino-3-methyl-butyrylamino)-propionyl]-hexahydro-pyridazine-3-carboxylic acid methyl ester), C(C)(C)N(C(C)C)CC (N,N-Diisopropylethylamine). Run in ClCCl (dichloromethane). Conditions: temperature 0 celsius, time 1 hour. The product is COC(=O)[C@H]1NN(CCC1)C([C@H](C)NC([C@H](C(C)C)N)=O)=O ((S)-1-[(S)-2-((S)-2-amino-3-methyl-butyrylamino)-propionyl]-hexahydro-pyridazine-3-carboxylic acid methyl ester). Yield: 100.0%. As a reaction SMILES: [CH3:1][O:2][C:3]([C@@H:5]1[CH2:10][CH2:9][CH2:8][N:7]([C:11](=[O:29])[C@@H:12]([NH:14][C:15](=[O:28])[C@@H:16]([NH:20]C(OC(C)(C)C)=O)[CH:17]([CH3:19])[CH3:18])[CH3:13])[NH:6]1)=[O:4].FC(F)(F)S(O[Si](C)(C)C)(=O)=O.C(N(CC)C(C)C)(C)C>ClCCl>[CH3:1][O:2][C:3]([C@@H:5]1[CH2:10][CH2:9][CH2:8][N:7]([C:11](=[O:29])[C@@H:12]([NH:14][C:15](=[O:28])[C@@H:16]([NH2:20])[CH:17]([CH3:18])[CH3:19])[CH3:13])[NH:6]1)=[O:4]. Procedure: A solution of (S)-1-[(S)-2-((S)-2-tert-butoxycarbonylamino-3-methyl-butyrylamino)-propionyl]-hexahydro-pyridazine-3-carboxylic acid methyl ester (150 mg, 0.36 mmol) in dichloromethane (5 mL) was stirred at 0° C. under nitrogen. Trimethylsilyl trifluoromethanesulfonate (160 mg, 0.13 mL, 0.72 mmol) was added and the reaction mixture was stirred at 0° C. for 1 hour. N,N-Diisopropylethylamine (186 mg, 0.25 mL, 1.44 mmol) was added and the solvent was evaporated to afford (S)-1-[(S)-2-((S)-2-amino-3-... Starting materials: N[C@@]1(C[C@](O)([C@@H](C(O)C(C2=CC=CC=C2)OC)O1)C(C1=CC=CC=C1)OC)N1C(=O)NC(=O)C(C)(C1)C(C1=CC=CC=C1)OC (1′-amino-3′,5′,5-tris(methoxybenzyl)thymidine). The reagents and catalysts are [Pd] (palladium on charcoal). Run in C(C)O (ethanol). Run at time 24 hour. Product: N[C@@]1(C[C@H](O)[C@@H](CO)O1)N1C(=O)NC(=O)C(C)=C1 (1′-amino-thymidine). RXN SMILES: [NH2:1][C@@:2]1([N:28]2[CH2:36][C:34](C(OC)C3C=CC=CC=3)([CH3:35])[C:32](=[O:33])[NH:31][C:29]2=[O:30])[O:18][C@H:6]([CH:7](C(OC)C2C=CC=CC=2)[OH:8])[C@@:4](C(OC)C2C=CC=CC=2)([OH:5])[CH2:3]1>[Pd].C(O)C>[NH2:1][C@@:2]1([N:28]2[CH:36]=[C:34]([CH3:35])[C:32](=[O:33])[NH:31][C:29]2=[O:30])[O:18][C@H:6]([CH2:7][OH:8])[C@@H:4]([OH:5])[CH2:3]1. Reported procedure: A suspension of 1′-amino-3′,5′,5-tris(methoxybenzyl)thymidine and 10% palladium on charcoal in ethanol is shaken in a hydrogenation apparatus under hydrogen pressure of 50 psi for 24 h. The solid is filtered and the filtrate concentrated. The crude is purified by recrystallization. The reactants are FC(C1=CC=C(C=C1)C1=NC=C(C=N1)C=O)(F)F (2-(4-(trifluoromethyl)phenyl)pyrimidine-5-carbaldehyde), C(CC)[Mg]Br (n-propylmagnesium bromide), solution. Run in C1CCOC1 (THF), C1CCOC1 (THF). Reaction conditions: temperature 0 celsius, time 2 hour. The product is FC(C1=CC=C(C=C1)C1=NC=C(C=N1)C(CCC)O)(F)F ((+/−)-1-(2-(4-(trifluoromethyl)phenyl)pyrimidin-5-yl)butan-1-ol). Reaction SMILES: [F:1][C:2]([F:18])([F:17])[C:3]1[CH:8]=[CH:7][C:6]([C:9]2[N:14]=[CH:13][C:12]([CH:15]=[O:16])=[CH:11][N:10]=2)=[CH:5][CH:4]=1.[CH2:19]([Mg]Br)[CH2:20][CH3:21]>C1COCC1>[F:18][C:2]([F:1])([F:17])[C:3]1[CH:4]=[CH:5][C:6]([C:9]2[N:10]=[CH:11][C:12]([CH:15]([OH:16])[CH2:19][CH2:20][CH3:21])=[CH:13][N:14]=2)=[CH:7][CH:8]=1. Procedure: To a −78° C. solution of 2-(4-(trifluoromethyl)phenyl)pyrimidine-5-carbaldehyde (1.0 g, 3.96 mmol) in THF (20 mL) was added n-propylmagnesium bromide (2.97 mL of a 2.0M solution in THF, 5.95 mmol). The solution was stirred at 0° C. for two hours. The mixture was quenched with saturated aqueous NH4Cl, dried over anhydrous Na2SO4, filtered and concentrated under reduced pressure. The crude residue was purified by silica gel chromatography to give (+/−)-1-(2-(4-(trifluoromethyl)phenyl)pyrimidin-5-y... Starting materials: O=[N+]([O-])O, O=S(=O)(O)O, CCOC(=O)c1ncc[nH]1. Product: CCOC(=O)c1nc([N+](=O)[O-])c[nH]1. Reaction SMILES: [OH:11][N+:12]([O-:13])=[O:14].[S:15](=[O:16])(=[O:17])([OH:18])[OH:19].[nH:1]1[c:2]([C:6](=[O:7])[O:8][CH2:9][CH3:10])[n:3][cH:4][cH:5]1>>[n:1]1[c:2]([C:6](=[O:7])[O:8][CH2:9][CH3:10])[nH:3][cH:4][c:5]1[N+:12](=[O:11])[O-:13]. Starting materials: C(C)(=O)OC1(CCC1)[C@]1(C[C@@H](CC1)N([C@H]1CCOC[C@H]1OC)C(C(F)(F)F)=O)C(=O)N1[C@@H]2CN([C@H](C1)C2)C(=O)OC(C)(C)C (3-{[(1R,3S)-3-[1-(acetyloxy)cyclobutyl]-3-{[(1S,4S)-5-(tert-butoxycarbonyl)-2,5-diazabicyclo[2.2.1]hept-2-yl]carbonyl}cyclopentyl](trifluoroacetyl)amino}-1,5-anhydro-2,3-dideoxy-4-O-methyl-D-erythro-pentitol), C([O-])([O-])=O.[K+].[K+] (potassium carbonate). Solvent: CO (methanol). Reaction conditions: time 18 hour. Yields the product C(C)(C)(C)OC(=O)N1[C@@H]2CN([C@H](C1)C2)C(=O)[C@@]2(C[C@@H](CC2)N([C@H]2CCOC[C@H]2OC)C(C(F)(F)F)=O)C2(CCC2)O (1,5-anhydro-3-{[(1R,3S)-3-{[(1S,4S)-5-(tert-butoxycarbonyl)-2,5-diazabicyclo[2.2.1]hept-2-yl]carbonyl}-3-(1-Hydroxycyclobutyl)cyclopentyl](Trifluoroacetyl)amino}-2,3-dideoxy-4-O-methyl-D-erythro-pentitol). Isolated yield 99.8%. Reaction SMILES: C([O:4][C:5]1([C@:9]2([C:29]([N:31]3[CH2:36][C@@H:35]4[CH2:37][C@H:32]3[CH2:33][N:34]4[C:38]([O:40][C:41]([CH3:44])([CH3:43])[CH3:42])=[O:39])=[O:30])[CH2:13][CH2:12][C@@H:11]([N:14]([C:23](=[O:28])[C:24]([F:27])([F:26])[F:25])[C@@H:15]3[C@H:20]([O:21][CH3:22])[CH2:19][O:18][CH2:17][CH2:16]3)[CH2:10]2)[CH2:8][CH2:7][CH2:6]1)(=O)C.C(=O)([O-])[O-].[K+].[K+]>CO>[C:41]([O:40][C:38]([N:34]1[CH2:33][C@@H:32]2[CH2:37][C@H:35]1[CH2:36][N:31]2[C:29]([C@@:9]1([C:5]2([OH:4])[CH2:6][CH2:7][CH2:8]2)[CH2:13][CH2:12][C@@H:11]([N:14]([C:23](=[O:28])[C:24]([F:26])([F:27])[F:25])[C@@H:15]2[C@H:20]([O:21][CH3:22])[CH2:19][O:18][CH2:17][CH2:16]2)[CH2:10]1)=[O:30])=[O:39])([CH3:44])([CH3:42])[CH3:43] |f:1.2.3|. Procedure details: A mixture of 1.43 g (2.26 mmol) of 3-{[(1R,3S)-3-[1-(acetyloxy)cyclobutyl]-3-{[(1S,4S)-5-(tert-butoxycarbonyl)-2,5-diazabicyclo[2.2.1]hept-2-yl]carbonyl}cyclopentyl](trifluoroacetyl)amino}-1,5-anhydro-2,3-dideoxy-4-O-methyl-D-erythro-pentitol and 1.60 g (11.6 mmol) of powdered potassium carbonate in 8 mL of methanol was stirred at ambient temperature for 18 h, then partitioned between dichloromethane and brine, with sufficient water to dissolve solids. The organic phase was dried (Na2SO4) and co... Reaction SMILES: [BH4-:17].[CH3:13][CH2:14][CH2:15][NH2:16].[CH3:19][c:20]1[cH:21][cH:22][cH:23][cH:24][cH:25]1.[Cl:1][c:2]1[cH:3][cH:4][cH:5][c:6]2[c:11]1[CH2:10][C:9](=[O:12])[CH2:8][CH2:7]2.[Na+:18]>>[Cl:1][c:2]1[cH:3][cH:4][cH:5][c:6]2[c:11]1[CH2:10][CH:9]([NH:16][CH2:15][CH2:14][CH3:13])[CH2:8][CH2:7]2. Starting materials: [BH4-], CCCN, Cc1ccccc1, O=C1CCc2cccc(Cl)c2C1, [Na+]. Product: CCCNC1CCc2cccc(Cl)c2C1. Starting materials: C1=CC(=CC(=C1)Cl)C(=O)OO (mCPBA), CN1CCN(CC1)C1=CC=C(N)C=C1 (4-(4-methylpiperazin-1-yl)aniline), CCN(C(C)C)C(C)C (DIPEA), CNC1=NC(=NC=C1C#N)SC (4-(methylamino)-2-(methylsulfanyl)pyrimidine-5-carbonitrile). Run in C1(=CC=CC=C1)C.O1CCCC1 (toluene tetrahydrofuran). Reaction conditions: time 15 minute. Product: CNC1=NC(=NC=C1C#N)NC1=CC=C(C=C1)N1CCN(CC1)C (4-(Methylamino)-2-{[4-(4-methylpiperazin-1-yl)phenyl]amino}pyrimidine-5-carbonitrile). Yield: 72.9%. Reaction SMILES: C1C=C(Cl)C=C(C(OO)=O)C=1.[CH3:12][NH:13][C:14]1[C:19]([C:20]#[N:21])=[CH:18][N:17]=[C:16](SC)[N:15]=1.[CH3:24][N:25]1[CH2:30][CH2:29][N:28]([C:31]2[CH:37]=[CH:36][C:34]([NH2:35])=[CH:33][CH:32]=2)[CH2:27][CH2:26]1.CCN(C(C)C)C(C)C>C1(C)C=CC=CC=1.O1CCCC1>[CH3:12][NH:13][C:14]1[C:19]([C:20]#[N:21])=[CH:18][N:17]=[C:16]([NH:35][C:34]2[CH:33]=[CH:32][C:31]([N:28]3[CH2:27][CH2:26][N:25]([CH3:24])[CH2:30][CH2:29]3)=[CH:37][CH:36]=2)[N:15]=1 |f:4.5|. Procedure: 248 mg of mCPBA was added to a 3:1 toluene-tetrahydrofuran (30 mL) solution containing 130 mg of 4-(methylamino)-2-(methylsulfanyl)pyrimidine-5-carbonitrile, and the mixture was stirred at room temperature for 15 minutes. Then, 138 mg of 4-(4-methylpiperazin-1-yl)aniline, and 280 mg of DIPEA were added to the mixture, which was then stirred at 80° C. for 8 hours. The solvent was distilled away after cooling the reaction mixture. Then, water was added, and the solution was extracted with ethyl ac... Starting materials: CCOC(=S)[S-].[K+] (potassium xanthate), N (ammonia), P(=O)(Cl)(Cl)Cl (phosphorus oxychloride), C(C)N(C(=O)N[C@@H]1CN([C@@H]2CC3=C(NC4=CC(=CC([C@H]2C1)=C34)C)C)C)CC (1,1-diethyl-3-(2,6,13-trimethyl-8alpha- ergolinyl)-urea). Solvent: C(C)#N (acetonitrile), ClCCl (dichloromethane), ClCCl (dichloromethane), C(C)#N (acetonitrile). Run at time 8 hour. Yields the product C(C)N(C(=S)N[C@@H]1CN([C@@H]2CC3=C(NC4=CC(=CC([C@H]2C1)=C34)C)C)C)CC (1,1-Diethyl,3-(2,6,13-trimethyl-8alpha-ergolinyl)-thiourea). Isolated yield 43.0%. RXN SMILES: P(Cl)(Cl)(Cl)=O.[CH2:6]([N:8]([CH2:31][CH3:32])[C:9]([NH:11][C@H:12]1[CH2:26][C@H:25]2[C@@H:15]([CH2:16][C:17]3[C:27]4[C:20](=[CH:21][C:22]([CH3:28])=[CH:23][C:24]2=4)[NH:19][C:18]=3[CH3:29])[N:14]([CH3:30])[CH2:13]1)=O)[CH3:7].CCOC([S-])=[S:37].[K+].N>ClCCl.C(#N)C>[CH2:6]([N:8]([CH2:31][CH3:32])[C:9]([NH:11][C@H:12]1[CH2:26][C@H:25]2[C@@H:15]([CH2:16][C:17]3[C:27]4[C:20](=[CH:21][C:22]([CH3:28])=[CH:23][C:24]2=4)[NH:19][C:18]=3[CH3:29])[N:14]([CH3:30])[CH2:13]1)=[S:37])[CH3:7] |f:2.3|. Procedure details: 0.5 M1 of freshly distilled phosphorus oxychloride (5.6 mmol) and 368 mg of 1,1-diethyl-3-(2,6,13-trimethyl-8alpha- ergolinyl)-urea (1 mmol) are dissolved in 20 ml of dichloromethane at -20° C. and the mixture is allowed to stir overnight at room temperature. The volatile portions are now drawn off in a vacuum, the residue is dissolved in 40 ml of acetonitrile and mixed with a solution of 0.8 g of potassium xanthate (5.6 mmol) in 80 ml of acetonitrile. It is stirred for 2 hours at room temperatu... Reactants: Cc1noc(C(Cc2ccc3ccccc3c2)N(C)C(=O)C(Cc2ccc3ccccc3c2)NC(=O)OC(C)(C)C)n1, O=C(O)C(F)(F)F. The product is Cc1noc(C(Cc2ccc3ccccc3c2)N(C)C(=O)C(N)Cc2ccc3ccccc3c2)n1. RXN SMILES: [C:1]([O:2][C:3](=[O:4])[NH:7][CH:8]([CH2:9][c:10]1[cH:11][c:12]2[cH:13][cH:14][cH:15][cH:16][c:17]2[cH:18][cH:19]1)[C:20]([N:21]([CH:22]([CH2:23][c:24]1[cH:25][c:26]2[cH:27][cH:28][cH:29][cH:30][c:31]2[cH:32][cH:33]1)[c:34]1[n:35][c:36]([CH3:39])[n:37][o:38]1)[CH3:40])=[O:41])([CH3:5])([CH3:6])[CH3:42].[OH:43][C:44]([C:45]([F:46])([F:47])[F:48])=[O:49]>>[NH2:7][CH:8]([CH2:9][c:10]1[cH:11][c:12]2[cH:13][cH:14][cH:15][cH:16][c:17]2[cH:18][cH:19]1)[C:20]([N:21]([CH:22]([CH2:23][c:24]1[cH:25][c:26]2[cH:27][cH:28][cH:29][cH:30][c:31]2[cH:32][cH:33]1)[c:34]1[n:35][c:36]([CH3:39])[n:37][o:38]1)[CH3:40])=[O:41]. Reactants: ICl (Iodomono chloride), C[Sn](C=1C=C(C=NC1)N1CCN(CCC1)C(=O)OC(C)(C)C)(C)C (1-(5-trimethylstannyl-3-pyridyl)-4-tert-butoxycarbonyl-homopiperazine), [OH-].[Na+] (sodium hydroxide). The solvent is ClCCl (dichloromethane), ClCCl (dichloromethane). Conditions: time 1 hour. Yields the product IC=1C=C(C=NC1)N1CCN(CCC1)C(=O)OC(C)(C)C (1-(5-Iodo-3-pyridyl)-4-tert-butoxycarbonyl-homopiperazine). RXN SMILES: [I:1]Cl.C[Sn](C)(C)[C:5]1[CH:6]=[C:7]([N:11]2[CH2:17][CH2:16][CH2:15][N:14]([C:18]([O:20][C:21]([CH3:24])([CH3:23])[CH3:22])=[O:19])[CH2:13][CH2:12]2)[CH:8]=[N:9][CH:10]=1.[OH-].[Na+]>ClCCl>[I:1][C:5]1[CH:6]=[C:7]([N:11]2[CH2:17][CH2:16][CH2:15][N:14]([C:18]([O:20][C:21]([CH3:24])([CH3:23])[CH3:22])=[O:19])[CH2:13][CH2:12]2)[CH:8]=[N:9][CH:10]=1 |f:2.3|. Procedure: A mixture of Iodomono chloride (588 mg, 3.6 mmol) and anhydrous dichloromethane (10 ml) was added to a mixture of 1-(5-trimethylstannyl-3-pyridyl)-4-tert-butoxycarbonyl-homopiperazine (1.45 g, 3.3 mmol) and dichloromethane (30 ml). The mixture was stirred at room temperature for 1 hours. Aqueous sodium hydroxide (25 ml, 1 M) was added. The organic phase was separated. The aqueous phase was extracted with dichloromethane (25 ml). The combined organic phases was purified by chromatography on silic...